Dataset: the Open Reaction Database (ORD), a public repository of structured organic reaction records. Task: describe an organic reaction: reactants, conditions, products, and yield Starting materials: COc1c(C)cnc(CCl)c1C, Cl, [Na+], Sc1nc2cc3c(cc2[nH]1)OCO3, [OH-], O. Yields the product COc1c(C)cnc(CSc2nc3cc4c(cc3[nH]2)OCO4)c1C. Reaction SMILES: [Cl:15][CH2:16][c:17]1[n:18][cH:19][c:20]([CH3:26])[c:21]([O:24][CH3:25])[c:22]1[CH3:23].[ClH:14].[Na+:28].[O:1]1[CH2:2][O:3][c:4]2[cH:5][c:6]3[c:7]([n:8][c:9]([SH:11])[nH:10]3)[cH:12][c:13]21.[OH-:27].[OH2:29]>>[O:1]1[CH2:2][O:3][c:4]2[cH:5][c:6]3[c:7]([n:8][c:9]([S:11][CH2:16][c:17]4[n:18][cH:19][c:20]([CH3:26])[c:21]([O:24][CH3:25])[c:22]4[CH3:23])[nH:10]3)[cH:12][c:13]21. The reactants are c1ccc(COOCc2ccccc2)cc1, Cc1noc2cc(O[Si](C)(C)C(C)(C)C)ccc12, ClC(Cl)(Cl)Cl, O=C1CCC(=O)N1Br. Yields the product CC(C)(C)[Si](C)(C)Oc1ccc2c(CBr)noc2c1. As a reaction SMILES: [CH2:9]([O:10][O:11][CH2:12][c:13]1[cH:14][cH:15][cH:16][cH:17][cH:18]1)[c:19]1[cH:20][cH:21][cH:22][cH:23][cH:24]1.[CH3:25][c:26]1[n:27][o:28][c:29]2[c:30]1[cH:31][cH:32][c:33]([O:35][Si:36]([CH3:37])([CH3:38])[C:39]([CH3:40])([CH3:41])[CH3:42])[cH:34]2.[Cl:43][C:44]([Cl:45])([Cl:46])[Cl:47].[O:1]=[C:2]1[N:3]([Br:8])[C:4](=[O:5])[CH2:6][CH2:7]1>>[Br:8][CH2:25][c:26]1[n:27][o:28][c:29]2[c:30]1[cH:31][cH:32][c:33]([O:35][Si:36]([CH3:37])([CH3:38])[C:39]([CH3:40])([CH3:41])[CH3:42])[cH:34]2. Reactants: CC(C(=O)O)C(=O)NCCC(F)(F)C(F)(F)F, NC1C(=O)N(CC2CC2)c2ccccc2-c2ccccc21. The product is CC(C(=O)NCCC(F)(F)C(F)(F)F)C(=O)NC1C(=O)N(CC2CC2)c2ccccc2-c2ccccc21. Reaction SMILES: [CH3:22][CH:23]([C:24](=[O:25])[OH:26])[C:27](=[O:28])[NH:29][CH2:30][CH2:31][C:32]([C:33]([F:34])([F:35])[F:36])([F:37])[F:38].[NH2:1][CH:2]1[c:3]2[c:4]([cH:18][cH:19][cH:20][cH:21]2)-[c:5]2[c:6]([cH:14][cH:15][cH:16][cH:17]2)[N:7]([CH2:10][CH:11]2[CH2:12][CH2:13]2)[C:8]1=[O:9]>>[NH:1]([CH:2]1[c:3]2[c:4]([cH:18][cH:19][cH:20][cH:21]2)-[c:5]2[c:6]([cH:14][cH:15][cH:16][cH:17]2)[N:7]([CH2:10][CH:11]2[CH2:12][CH2:13]2)[C:8]1=[O:9])[C:24]([CH:23]([CH3:22])[C:27](=[O:28])[NH:29][CH2:30][CH2:31][C:32]([C:33]([F:34])([F:35])[F:36])([F:37])[F:38])=[O:25]. Reactants: COc1cc2nc(-c3cccc([N+](=O)[O-])c3)nc(Nc3ccc4c(cnn4C(=O)OC(C)(C)C)c3)c2cc1OCCN(C)C, CO, [H][H]. The product is COc1cc2nc(-c3cccc(N)c3)nc(Nc3ccc4c(cnn4C(=O)OC(C)(C)C)c3)c2cc1OCCN(C)C. Reaction SMILES: [CH3:1][N:2]([CH2:3][CH2:4][O:5][c:6]1[cH:7][c:8]2[c:9]([NH:27][c:28]3[cH:29][c:30]4[cH:31][n:32][n:33]([C:37](=[O:38])[O:39][C:40]([CH3:41])([CH3:42])[CH3:43])[c:34]4[cH:35][cH:36]3)[n:10][c:11](-[c:18]3[cH:19][c:20]([N+:24]([O-:25])=[O:26])[cH:21][cH:22][cH:23]3)[n:12][c:13]2[cH:14][c:15]1[O:16][CH3:17])[CH3:44].[CH3:47][OH:48].[H:45][H:46]>>[CH3:1][N:2]([CH2:3][CH2:4][O:5][c:6]1[cH:7][c:8]2[c:9]([NH:27][c:28]3[cH:29][c:30]4[cH:31][n:32][n:33]([C:37](=[O:38])[O:39][C:40]([CH3:41])([CH3:42])[CH3:43])[c:34]4[cH:35][cH:36]3)[n:10][c:11](-[c:18]3[cH:19][c:20]([NH2:24])[cH:21][cH:22][cH:23]3)[n:12][c:13]2[cH:14][c:15]1[O:16][CH3:17])[CH3:44]. The reactants are Si sodium cyanoborohydride, COC=1C=CC(=C2CCC(N(C12)CC1CCNCC1)=O)CC1C(NC(S1)=O)=O (5-(8-methoxy-1-piperidin-4-ylmethyl-2-oxo-1,2,3,4-tetrahydroquinolin-5-ylmethyl)thiazolidine-2,4-dione), CN(C)C=O (DMF), CC1=C(C=O)C=CC=C1 (2-methylbenzaldehyde), C(C)(C)N(CC)C(C)C (diisopropylethylamine). Solvent: C(C)(=O)O (acetic acid). Conditions: time 8 hour. Product: COC=1C=CC(=C2CCC(N(C12)CC1CCN(CC1)CC1=C(C=CC=C1)C)=O)CC1C(NC(S1)=O)=O (5-{8-methoxy-1-[1-(2-methylbenzyl)piperidin-4-yl]methyl-2-oxo-1,2,3,4-tetrahydroquinolin-5-ylmethyl}thiazolidine-2,4-dione). The yield is 50.5%. As a reaction SMILES: [CH3:1][O:2][C:3]1[CH:4]=[CH:5][C:6]([CH2:21][CH:22]2[S:26][C:25](=[O:27])[NH:24][C:23]2=[O:28])=[C:7]2[C:12]=1[N:11]([CH2:13][CH:14]1[CH2:19][CH2:18][NH:17][CH2:16][CH2:15]1)[C:10](=[O:20])[CH2:9][CH2:8]2.CN(C=O)C.[CH3:34][C:35]1[CH:42]=[CH:41][CH:40]=[CH:39][C:36]=1[CH:37]=O.C(N(C(C)C)CC)(C)C>C(O)(=O)C>[CH3:1][O:2][C:3]1[CH:4]=[CH:5][C:6]([CH2:21][CH:22]2[S:26][C:25](=[O:27])[NH:24][C:23]2=[O:28])=[C:7]2[C:12]=1[N:11]([CH2:13][CH:14]1[CH2:15][CH2:16][N:17]([CH2:34][C:35]3[CH:42]=[CH:41][CH:40]=[CH:39][C:36]=3[CH3:37])[CH2:18][CH2:19]1)[C:10](=[O:20])[CH2:9][CH2:8]2. Procedure: To 5-(8-methoxy-1-piperidin-4-ylmethyl-2-oxo-1,2,3,4-tetrahydroquinolin-5-ylmethyl)thiazolidine-2,4-dione (20 μmol, 1.0 eq.) was added a DMF (200 μl) solution of 2-methylbenzaldehyde (24 μmol, 1.2 eq) and acetic acid (10 μl). Si-sodium cyanoborohydride was added further thereto. The solution was shaken for several minutes, diisopropylethylamine (30 μl) was added, and a reaction was carried out at room temperature overnight. The resin was removed by filtration and washed with dichloromethane. The... The reactants are CC(C)COC(=O)C(C)O, CCOC(C)=O, C=COCCCC, Cc1ccc(S(=O)(=O)[O-])cc1, c1cc[nH+]cc1. Yields the product CCCCOC(C)OC(C)C(=O)OCC(C)C. Reaction SMILES: [C:18]([CH:19]([OH:20])[CH3:21])(=[O:22])[O:23][CH2:24][CH:25]([CH3:26])[CH3:27].[CH3:35][CH2:36][O:37][C:38](=[O:39])[CH3:40].[CH:28](=[CH2:29])[O:30][CH2:31][CH2:32][CH2:33][CH3:34].[c:1]1([CH3:2])[cH:3][cH:4][c:5]([S:6]([O-:7])(=[O:8])=[O:9])[cH:10][cH:11]1.[nH+:12]1[cH:13][cH:14][cH:15][cH:16][cH:17]1>>[C:18]([CH:19]([O:20][CH:28]([CH3:29])[O:30][CH2:31][CH2:32][CH2:33][CH3:34])[CH3:21])(=[O:22])[O:23][CH2:24][CH:25]([CH3:26])[CH3:27].